Task: describe an organic reaction: reactants, conditions, products, and yield. Dataset: the Open Reaction Database (ORD), a public repository of structured organic reaction records Conditions: time 2 hour. Procedure: To a solution of 5-fluoro-3-iodo-1H-pyrrolo[2,3-b]pyridine-4-carbaldehyde in DMF (12 mL) was added NaOH (0.716 g, 17.91 mmol). The deep red solution was stirred for 30 min after which 4-methylbenzene-1-sulfonyl chloride (3.13 g, 16.42 mmol) was added. The reaction mixture was stirred for 2 h, subsequently diluted with EtOAc, and washed with water and brine. The extracts were dried over MgSO4 and concentrated. Purification by silica column chromatography (DCM, 100%) afforded the title compound as... Reaction SMILES: [F:1][C:2]1[CH:7]=[N:6][C:5]2[NH:8][CH:9]=[C:10]([I:11])[C:4]=2[C:3]=1[CH:12]=[O:13].[OH-].[Na+].[CH3:16][C:17]1[CH:22]=[CH:21][C:20]([S:23](Cl)(=[O:25])=[O:24])=[CH:19][CH:18]=1>CN(C=O)C.CCOC(C)=O>[F:1][C:2]1[CH:7]=[N:6][C:5]2[N:8]([S:23]([C:20]3[CH:21]=[CH:22][C:17]([CH3:16])=[CH:18][CH:19]=3)(=[O:25])=[O:24])[CH:9]=[C:10]([I:11])[C:4]=2[C:3]=1[CH:12]=[O:13] |f:1.2|. Solvent: CCOC(=O)C (EtOAc), CN(C)C=O (DMF). Yields the product FC1=C(C2=C(N=C1)N(C=C2I)S(=O)(=O)C2=CC=C(C)C=C2)C=O (5-fluoro-3-iodo-1-tosyl-1H-pyrrolo[2,3-b]pyridine-4-carbaldehyde). Yield: 55.0%. Starting materials: FC1=C(C2=C(N=C1)NC=C2I)C=O (5-fluoro-3-iodo-1H-pyrrolo[2,3-b]pyridine-4-carbaldehyde), [OH-].[Na+] (NaOH), CC1=CC=C(C=C1)S(=O)(=O)Cl (4-methylbenzene-1-sulfonyl chloride).